This data is from the Open Reaction Database (ORD), a public repository of structured organic reaction records. The task is: describe an organic reaction: reactants, conditions, products, and yield The reactants are O (water), C(C1=CC=CC=C1)OC1=CC=C(C=C1)C(C1=C(C=O)C=CC=C1)C1=CC=C(C=C1)OCC1=CC=CC=C1 (2-[bis-(4-benzyloxyphenyl)methyl]benzaldehyde), [BH4-].[Na+] (sodium borohydride), C1(CCCCCCC1)N (cyclooctylamine). Run in C(C)O (ethanol). Product: C(C1=CC=CC=C1)OC1=CC=C(C=C1)C(C1=C(CNC2CCCCCCC2)C=CC=C1)C1=CC=C(C=C1)OCC1=CC=CC=C1 (2-[Bis(4-benzyloxyphenyl)methyl]-N-(cyclooctyl)benzylamine). Yield: 65.5%. Reaction SMILES: [CH:1]1([NH2:9])[CH2:8][CH2:7][CH2:6][CH2:5][CH2:4][CH2:3][CH2:2]1.[CH2:10]([O:17][C:18]1[CH:23]=[CH:22][C:21]([CH:24]([C:33]2[CH:38]=[CH:37][C:36]([O:39][CH2:40][C:41]3[CH:46]=[CH:45][CH:44]=[CH:43][CH:42]=3)=[CH:35][CH:34]=2)[C:25]2[CH:32]=[CH:31][CH:30]=[CH:29][C:26]=2[CH:27]=O)=[CH:20][CH:19]=1)[C:11]1[CH:16]=[CH:15][CH:14]=[CH:13][CH:12]=1.[BH4-].[Na+].O>C(O)C>[CH2:10]([O:17][C:18]1[CH:23]=[CH:22][C:21]([CH:24]([C:33]2[CH:34]=[CH:35][C:36]([O:39][CH2:40][C:41]3[CH:46]=[CH:45][CH:44]=[CH:43][CH:42]=3)=[CH:37][CH:38]=2)[C:25]2[CH:32]=[CH:31][CH:30]=[CH:29][C:26]=2[CH2:27][NH:9][CH:1]2[CH2:8][CH2:7][CH2:6][CH2:5][CH2:4][CH2:3][CH2:2]2)=[CH:20][CH:19]=1)[C:11]1[CH:12]=[CH:13][CH:14]=[CH:15][CH:16]=1 |f:2.3|. Procedure: In 50 ml of ethanol was dissolved 3 g of cyclooctylamine. To the solution was added 11.41 g of 2-[bis-(4-benzyloxyphenyl)methyl]benzaldehyde obtained by Reference Example 8, and the mixture was heated under reflux for 2 hours. Thereafter, 1.78 g of sodium borohydride was added thereto, and the mixture was heated under reflux for 2 hours. The solvent was evaporated-under reduced pressure, and water was added to the residue. The aqueous mixture was extracted with ether, and the organic layer was s... The reactants are [H-].[Na+] (sodium hydride), N1=C(C=CC=C1)NC(=O)C=1NC2=C(N1)C=C(C(=C2)OC)OC (N-(2-pyridyl)-5,6-dimethoxybenzimidazole-2-carboxamide), COC=1C=C(C(=O)N2CCN(CC2)CCCl)C=CC1OC (2-[4-(3,4-dimethoxybenzoyl)-1-piperazinyl]ethyl chloride). The solvent is CS(=O)C (DMSO), CS(=O)C (DMSO). Reaction conditions: time 1 hour. Product: N1=C(C=CC=C1)NC(=O)C1=NC2=C(N1CCN1CCN(CC1)C(C1=CC(=C(C=C1)OC)OC)=O)C=C(C(=C2)OC)OC (N-(2-Pyridyl)-1-[2-(4-(3,4-dimethoxybenzoyl)-1-piperazinyl)ethyl]-5,6-dimethoxybenzimidazole-2-carboxamide). The yield is 44.0%. Reaction SMILES: [N:1]1[CH:6]=[CH:5][CH:4]=[CH:3][C:2]=1[NH:7][C:8]([C:10]1[NH:11][C:12]2[CH:18]=[C:17]([O:19][CH3:20])[C:16]([O:21][CH3:22])=[CH:15][C:13]=2[N:14]=1)=[O:9].[H-].[Na+].[CH3:25][O:26][C:27]1[CH:28]=[C:29]([CH:41]=[CH:42][C:43]=1[O:44][CH3:45])[C:30]([N:32]1[CH2:37][CH2:36][N:35]([CH2:38][CH2:39]Cl)[CH2:34][CH2:33]1)=[O:31]>CS(C)=O>[N:1]1[CH:6]=[CH:5][CH:4]=[CH:3][C:2]=1[NH:7][C:8]([C:10]1[N:11]([CH2:39][CH2:38][N:35]2[CH2:36][CH2:37][N:32]([C:30](=[O:31])[C:29]3[CH:41]=[CH:42][C:43]([O:44][CH3:45])=[C:27]([O:26][CH3:25])[CH:28]=3)[CH2:33][CH2:34]2)[C:12]2[CH:18]=[C:17]([O:19][CH3:20])[C:16]([O:21][CH3:22])=[CH:15][C:13]=2[N:14]=1)=[O:9] |f:1.2|. Procedure details: In an argon atmosphere, N-(2-pyridyl)-5,6-dimethoxybenzimidazole-2-carboxamide (0.85 g) was dissolved in DMSO (15 ml), and 60% sodium hydride (0.16 g) was added and stirred at room temperature for 1 hr. A solution (5 ml) of 2-[4-(3,4-dimethoxybenzoyl)-1-piperazinyl]ethyl chloride (1.25 g) in DMSO was added dropwise and allowed to react overnight at room temperature under agitation. After-treatment and purification in the same manner as described in Example 14 gave the title compound (0.72 g) as ... Reactants: [Li]CCCC, COc1ccc(CCCC(=O)O)cc1, COc1ccc(CCCCl)cc1, CCCCCC, CC(C)NC(C)C, Cl, C1CCOC1. Product: COc1ccc(CCCC(CCc2ccc(OC)cc2)C(=O)O)cc1. RXN SMILES: [CH2:8]([Li:9])[CH2:10][CH2:11][CH3:12].[CH3:13][O:14][c:15]1[cH:16][cH:17][c:18]([CH2:21][CH2:22][CH2:23][C:24](=[O:25])[OH:26])[cH:19][cH:20]1.[CH3:27][O:28][c:29]1[cH:30][cH:31][c:32]([CH2:35][CH2:36][CH2:37][Cl:38])[cH:33][cH:34]1.[CH3:45][CH2:46][CH2:47][CH2:48][CH2:49][CH3:50].[CH:1]([NH:2][CH:3]([CH3:4])[CH3:5])([CH3:6])[CH3:7].[ClH:39].[O:40]1[CH2:41][CH2:42][CH2:43][CH2:44]1>>[CH3:13][O:14][c:15]1[cH:16][cH:17][c:18]([CH2:21][CH2:22][CH:23]([C:24](=[O:25])[OH:26])[CH2:37][CH2:36][CH2:35][c:32]2[cH:31][cH:30][c:29]([O:28][CH3:27])[cH:34][cH:33]2)[cH:19][cH:20]1. Reactants: [Br-].OCC[N+]1=CC=C(C2=CC=CC=C12)C (1-(2-hydroxyethyl)-4-methylquinolinium bromide), C1(=CC=CC=C1)N(C=N)C1=CC=CC=C1 (diphenylformamidine), [Br-].OCC[N+]1=CC=C(C2=CC=CC=C12)C=CNC1=CC=CC=C1 (1-(2-hydroxyethyl)-4-(2-anilinovinyl)-quinolinium bromide). The solvent is C(C)O (ethanol). Product: [Br-].OCC[N+]1=CC=C(C2=CC=CC=C12)C=CC=C1C=CN(C2=CC=CC=C12)CCO (1-(2-hydroxyethyl)-4-[3-{1-(2-hydroxyethyl)-1,4-dihydroquinolin-4-ylidene}-1-propen-1-yl]-quinolinium bromide). As a reaction SMILES: [Br-:1].[OH:2][CH2:3][CH2:4][N+:5]1[C:14]2[C:9](=[CH:10][CH:11]=[CH:12][CH:13]=2)[C:8]([CH3:15])=[CH:7][CH:6]=1.C1(N(C2C=CC=CC=2)C=N)C=CC=CC=1.[Br-].[OH:32][CH2:33][CH2:34][N+:35]1[C:44]2[C:39](=[CH:40][CH:41]=[CH:42][CH:43]=2)[C:38]([CH:45]=[CH:46]NC2C=CC=CC=2)=[CH:37][CH:36]=1>C(O)C>[Br-:1].[OH:2][CH2:3][CH2:4][N+:5]1[C:14]2[C:9](=[CH:10][CH:11]=[CH:12][CH:13]=2)[C:8]([CH:15]=[CH:46][CH:45]=[C:38]2[C:39]3[C:44](=[CH:43][CH:42]=[CH:41][CH:40]=3)[N:35]([CH2:34][CH2:33][OH:32])[CH:36]=[CH:37]2)=[CH:7][CH:6]=1 |f:0.1,3.4,6.7|. Procedure: On an oil bath, 2.7 g of 1-(2-hydroxyethyl)-4-methylquinolinium bromide and diphenylformamidine were heated for 5 minutes to melt them. Thereto was added 150 ml of ethanol, and the resulting mixture was boiled, upon which 1-(2-hydroxyethyl)-4-(2-anilinovinyl)-quinolinium bromide was crystallized. Then, 2.5 g of 1-hydroxyethyl-4-methylquinolinium bromide and 10 ml of triethylamine were added thereto and subjected to reaction under reflux for one hour. After completion of the reaction, the reactio... Starting materials: C(=O)C=1C=C(C(=O)OC)C=CC1[N+](=O)[O-] (methyl 3-formyl-4-nitrobenzoate), C(Cl)Cl (methylene chloride), Cl.O(C)N (methoxylamine hydrochloride), C(C)(=O)[O-].[Na+] (sodium acetate). The reagents and catalysts are S(=O)(=O)(O)[O-].C(CCC)[N+](CCCC)(CCCC)CCCC (tetra-n-butylammonium hydrogen sulfate). The solvent is O (water), C(C)OCC (ethyl ether). Product: CON=CC=1C=C(C(=O)OC)C=CC1[N+](=O)[O-] (methyl 3-methoxyiminomethyl-4-nitrobenzoate). Yield: 98.8%. As a reaction SMILES: [CH:1]([C:3]1[CH:4]=[C:5]([CH:10]=[CH:11][C:12]=1[N+:13]([O-:15])=[O:14])[C:6]([O:8][CH3:9])=[O:7])=O.C(Cl)Cl.Cl.[O:20]([NH2:22])[CH3:21].C([O-])(=O)C.[Na+]>S([O-])(O)(=O)=O.C([N+](CCCC)(CCCC)CCCC)CCC.C(OCC)C.O>[CH3:21][O:20][N:22]=[CH:1][C:3]1[CH:4]=[C:5]([CH:10]=[CH:11][C:12]=1[N+:13]([O-:15])=[O:14])[C:6]([O:8][CH3:9])=[O:7] |f:2.3,4.5,6.7|. Reported procedure: To a well stirred mixture of 195 g of methyl 3-formyl-4-nitrobenzoate, 1 l methylene chloride and 370 mL of water was added sequentially 77.6 g of methoxylamine hydrochloride, 76.2 g of sodium acetate and 6.8 g of tetra-n-butylammonium hydrogen sulfate. The resulting mixture was stirred overnight at room temperature, then diluted with 2 l of ethyl ether. The organic phase was separated and washed sequentially with water (1×500 mL), 2% aqueous hydrochloric acid (2×500 mL), water (2×250 mL), and b... Starting materials: ClC(=O)OCC1=CC=CC=C1 (benzyl chloroformate), NC=1C=NC=CC1Cl (3-amino-4-chloropyridine), N1=CC=CC=C1 (pyridine). Run in C1CCOC1 (THF), C1CCOC1 (THF). Run at time 3.5 hour. The product is ClC1=C(C=NC=C1)NC(OCC1=CC=CC=C1)=O (benzyl 4-chloropyridin-3-ylcarbamate). Isolated yield 34.0%. As a reaction SMILES: Cl[C:2]([O:4][CH2:5][C:6]1[CH:11]=[CH:10][CH:9]=[CH:8][CH:7]=1)=[O:3].[NH2:12][C:13]1[CH:14]=[N:15][CH:16]=[CH:17][C:18]=1[Cl:19].N1C=CC=CC=1>C1COCC1>[Cl:19][C:18]1[CH:17]=[CH:16][N:15]=[CH:14][C:13]=1[NH:12][C:2](=[O:3])[O:4][CH2:5][C:6]1[CH:11]=[CH:10][CH:9]=[CH:8][CH:7]=1. Reported procedure: A solution of benzyl chloroformate (1.1 equiv.) in THF (1.85 M) was slowly added to a solution of 3-amino-4-chloropyridine (1.0 equiv.) and pyridine (1.5 equiv.) in THF (1.0 M) and stirred at rt for 3.5 hours (formation of a precipitate over time). The reaction was quenched with H2O (100 mL), extracted with EtOAc (200 mL), washed with NaCl(sat.) (75 mL), dried over MgSO4, filtered and the volatiles were removed in vacuo. The product precipitated from a mixture of hexane/EtOAc yielding benzyl 4-c... The reactants are C1(=CC=CC2=CC=CC=C12)\C=C/C=1N=C(SC1)C1CCN(CC1)C(=O)OC(C)(C)C (tert-Butyl 4-{4-[(Z)-2-(naphthalen-1-yl)ethenyl]-1,3-thiazol-2-yl}piperidine-1-carboxylate). The reagents and catalysts are [Pd] (Pd/C). Run in CO (methanol). The product is C1(=CC=CC2=CC=CC=C12)CCC=1N=C(SC1)C1CCN(CC1)C(=O)OC(C)(C)C (tert-butyl 4-{4-[2-(naphthalen-1-yl)ethyl]-1,3-thiazol-2-yl}piperidine-1-carboxylate). Yield: 98.2%. Reaction SMILES: [C:1]1(/[CH:11]=[CH:12]\[C:13]2[N:14]=[C:15]([CH:18]3[CH2:23][CH2:22][N:21]([C:24]([O:26][C:27]([CH3:30])([CH3:29])[CH3:28])=[O:25])[CH2:20][CH2:19]3)[S:16][CH:17]=2)[C:10]2[C:5](=[CH:6][CH:7]=[CH:8][CH:9]=2)[CH:4]=[CH:3][CH:2]=1>CO.[Pd]>[C:1]1([CH2:11][CH2:12][C:13]2[N:14]=[C:15]([CH:18]3[CH2:23][CH2:22][N:21]([C:24]([O:26][C:27]([CH3:30])([CH3:29])[CH3:28])=[O:25])[CH2:20][CH2:19]3)[S:16][CH:17]=2)[C:10]2[C:5](=[CH:6][CH:7]=[CH:8][CH:9]=2)[CH:4]=[CH:3][CH:2]=1. Procedure details: tert-Butyl 4-{4-[(Z)-2-(naphthalen-1-yl)ethenyl]-1,3-thiazol-2-yl}piperidine-1-carboxylate (IV-3, 1.5 g) is dissolved in 90 ml of methanol and, at 30° C., hydrogenated under a hydrogen pressure of 10 bar using 10% Pd/C as catalyst. Removal of the catalyst by filtration and removal of the solvent under reduced pressure gives tert-butyl 4-{4-[2-(naphthalen-1-yl)ethyl]-1,3-thiazol-2-yl}piperidine-1-carboxylate (1.48 g) as a colourless oil.